This data is from the Open Reaction Database (ORD), a public repository of structured organic reaction records. The task is: describe an organic reaction: reactants, conditions, products, and yield Reactants: CC(C)(C)OC(=O)N1CCOc2c(Br)cccc2C1, CCO, Cc1ccccc1, OB(O)c1ccccc1C(F)(F)F, [Na+], [Na+], O=C([O-])[O-], O, c1ccc(P(c2ccccc2)(c2ccccc2)[Pd](P(c2ccccc2)(c2ccccc2)c2ccccc2)(P(c2ccccc2)(c2ccccc2)c2ccccc2)P(c2ccccc2)(c2ccccc2)c2ccccc2)cc1. Yields the product CC(C)(C)OC(=O)N1CCOc2c(cccc2-c2ccccc2C(F)(F)F)C1. As a reaction SMILES: [Br:1][c:2]1[cH:3][cH:4][cH:5][c:6]2[c:12]1[O:11][CH2:10][CH2:9][N:8]([C:13](=[O:14])[O:15][C:16]([CH3:17])([CH3:18])[CH3:19])[CH2:7]2.[CH3:34][CH2:35][OH:36].[CH3:43][c:44]1[cH:45][cH:46][cH:47][cH:48][cH:49]1.[F:20][C:21]([c:22]1[c:23]([B:28]([OH:29])[OH:30])[cH:24][cH:25][cH:26][cH:27]1)([F:31])[F:32].[Na+:37].[Na+:38].[O-:39][C:40](=[O:41])[O-:42].[OH2:33].[cH:50]1[cH:51][cH:52][c:53]([P:54]([Pd:55]([P:56]([c:57]2[cH:58][cH:59][cH:60][cH:61][cH:62]2)([c:63]2[cH:64][cH:65][cH:66][cH:67][cH:68]2)[c:69]2[cH:70][cH:71][cH:72][cH:73][cH:74]2)([P:75]([c:76]2[cH:77][cH:78][cH:79][cH:80][cH:81]2)([c:82]2[cH:83][cH:84][cH:85][cH:86][cH:87]2)[c:88]2[cH:89][cH:90][cH:91][cH:92][cH:93]2)[P:94]([c:95]2[cH:96][cH:97][cH:98][cH:99][cH:100]2)([c:101]2[cH:102][cH:103][cH:104][cH:105][cH:106]2)[c:107]2[cH:108][cH:109][cH:110][cH:111][cH:112]2)([c:113]2[cH:114][cH:115][cH:116][cH:117][cH:118]2)[c:119]2[cH:120][cH:121][cH:122][cH:123][cH:124]2)[cH:125][cH:126]1>>[c:2]1(-[c:23]2[c:22]([C:21]([F:20])([F:31])[F:32])[cH:27][cH:26][cH:25][cH:24]2)[cH:3][cH:4][cH:5][c:6]2[c:12]1[O:11][CH2:10][CH2:9][N:8]([C:13](=[O:14])[O:15][C:16]([CH3:17])([CH3:18])[CH3:19])[CH2:7]2. The reactants are CCN(CC)CCOc1ccc2[nH]c(-c3n[nH]c4ccc(OCc5ccccc5)cc34)cc2c1, CCOC(C)=O, O=C[O-], [NH4+]. Product: CCN(CC)CCOc1ccc2[nH]c(-c3n[nH]c4ccc(O)cc34)cc2c1. As a reaction SMILES: [CH2:1]([c:2]1[cH:3][cH:4][cH:5][cH:6][cH:7]1)[O:8][c:9]1[cH:10][c:11]2[c:12](-[c:18]3[nH:19][c:20]4[cH:21][cH:22][c:23]([O:27][CH2:28][CH2:29][N:30]([CH2:31][CH3:32])[CH2:33][CH3:34])[cH:24][c:25]4[cH:26]3)[n:13][nH:14][c:15]2[cH:16][cH:17]1.[CH3:39][CH2:40][O:41][C:42](=[O:43])[CH3:44].[CH:35]([O-:36])=[O:37].[NH4+:38]>>[OH:8][c:9]1[cH:10][c:11]2[c:12](-[c:18]3[nH:19][c:20]4[cH:21][cH:22][c:23]([O:27][CH2:28][CH2:29][N:30]([CH2:31][CH3:32])[CH2:33][CH3:34])[cH:24][c:25]4[cH:26]3)[n:13][nH:14][c:15]2[cH:16][cH:17]1. Starting materials: BrC=1C(=C(C(=CC1)Br)C1=NOCC1)C (3-(3,6-dibromo-2-methylphenyl)-4,5-dihydroisoxazole), CN1CCCC1=O (NMP), C[S-].[Na+] (sodium thiomethoxide). Solvent: O (water). Conditions: temperature 100 celsius, time 3 hour. Product: BrC=1C(=C(C(=CC1)SC)C1=NOCC1)C (3-(3-bromo-2-methyl-6-methylthiophenyl)-4,5-dihydroisoxazole). Reaction SMILES: [Br:1][C:2]1[C:3]([CH3:14])=[C:4]([C:9]2[CH2:13][CH2:12][O:11][N:10]=2)[C:5](Br)=[CH:6][CH:7]=1.CN1C(=O)CCC1.[CH3:22][S-:23].[Na+]>O>[Br:1][C:2]1[C:3]([CH3:14])=[C:4]([C:9]2[CH2:13][CH2:12][O:11][N:10]=2)[C:5]([S:23][CH3:22])=[CH:6][CH:7]=1 |f:2.3|. Procedure: 25 g (0.075 mol) of 3-(3,6-dibromo-2-methylphenyl)-4,5-dihydroisoxazole are initially charged in 12 mol of NMP. At a temperature of 100° C. and at a reduced pressure of 100 mbar, 29.3 g (0.09 mol) of a 21.5% strength methanolic solution of sodium thiomethoxide are added dropwise over a period of 40 min. The reaction mixture is stirred at 100° C. for 3 h and then stirred into 250 ml of water and extracted three times with 100 ml of toluene. The combined organic phases are washed once with 100 ml ...